From a dataset of the Open Reaction Database (ORD), a public repository of structured organic reaction records. describe an organic reaction: reactants, conditions, products, and yield Starting materials: C(C)OC(=O)C=1N(C(=C2C=C(C=CC12)Cl)C1=CC=CC=C1)CCCCBr (2-(4-bromobutyl)-5-chloro-3-phenylisoindole-1-carboxylic acid ethyl ester), [I-].[Na+] (sodium iodide), C(C)NCC (diethylamine). Solvent: CC(=O)C (acetone). Yields the product Cl.C(C)OC(=O)C=1N(C(=C2C=C(C=CC12)Cl)C1=CC=CC=C1)CCCCN(CC)CC (5-chloro-2-[4-(diethylamino)butyl]-3-phenylisoindole-1-carboxylic acid ethyl ester hydrochloride). RXN SMILES: [CH2:1]([O:3][C:4]([C:6]1[N:7]([CH2:22][CH2:23][CH2:24][CH2:25]Br)[C:8]([C:16]2[CH:21]=[CH:20][CH:19]=[CH:18][CH:17]=2)=[C:9]2[C:14]=1[CH:13]=[CH:12][C:11]([Cl:15])=[CH:10]2)=[O:5])[CH3:2].[I-].[Na+].[CH2:29]([NH:31][CH2:32][CH3:33])[CH3:30]>CC(C)=O>[ClH:15].[CH2:1]([O:3][C:4]([C:6]1[N:7]([CH2:22][CH2:23][CH2:24][CH2:25][N:31]([CH2:32][CH3:33])[CH2:29][CH3:30])[C:8]([C:16]2[CH:21]=[CH:20][CH:19]=[CH:18][CH:17]=2)=[C:9]2[C:14]=1[CH:13]=[CH:12][C:11]([Cl:15])=[CH:10]2)=[O:5])[CH3:2] |f:1.2,5.6|. Procedure: A solution of 8.7 g. of 2-(4-bromobutyl)-5-chloro-3-phenylisoindole-1-carboxylic acid ethyl ester in 40 ml. of acetone is treated with 3.0 g. of sodium iodide and 1.6 g. of diethylamine and stirred in the dark at room temperature for 20 hours. After concentration under reduced pressure, the residue is treated at 0°-2° C. with 40 ml. of 1-N sodium hydroxide solution and then extracted with ether. The ethereal extract is immediately shaken with 40 ml. of 0.5-N hydrochloric acid and the acidic aque...